This data is from the Open Reaction Database (ORD), a public repository of structured organic reaction records. The task is: describe an organic reaction: reactants, conditions, products, and yield Reactants: C=[N+]=[N-], C1CCOC1, O=C(O)C1=CCC2CC(=O)C12. The product is COC(=O)C1=CCC2CC(=O)C12. Reaction SMILES: [N+:12](=[N-:13])=[CH2:14].[O:15]1[CH2:16][CH2:17][CH2:18][CH2:19]1.[O:1]=[C:2]1[CH2:3][CH:4]2[CH2:5][CH:6]=[C:7]([C:9](=[O:10])[OH:11])[CH:8]12>>[O:1]=[C:2]1[CH2:3][CH:4]2[CH2:5][CH:6]=[C:7]([C:9](=[O:10])[O:11][CH3:14])[CH:8]12. Reactants: [N+](=O)([O-])C1=C(CS(=O)(=O)N(C)C)C=CC=C1 (2-nitrobenzyl-N,N-dimethylsulfonamide). Reagents/catalysts: [Pd] (Palladium on charcoal). Solvent: alcohol. Conditions: time 8 hour. Yields the product NC1=C(CS(=O)(=O)N(C)C)C=CC=C1 (2-aminobenzyl-N,N-dimethylsulfonamide). Isolated yield 95.8%. As a reaction SMILES: [N+:1]([C:4]1[CH:16]=[CH:15][CH:14]=[CH:13][C:5]=1[CH2:6][S:7]([N:10]([CH3:12])[CH3:11])(=[O:9])=[O:8])([O-])=O>[Pd]>[NH2:1][C:4]1[CH:16]=[CH:15][CH:14]=[CH:13][C:5]=1[CH2:6][S:7]([N:10]([CH3:12])[CH3:11])(=[O:9])=[O:8]. Procedure: The 2-nitrobenzyl-N,N-dimethylsulfonamide (0.825 g, 3.377 mmole) of Step 1 was dissolved/suspended in alcohol in a Parr hydrogenation bottle. Palladium on charcoal (90 mg, 10% Pd) was added and the mixture was placed under an atmosphere of hydrogen at 45 psi in a Parr shaker. After shaking overnight, the mixture was filtered through Celite and evaporated to dryness to afford 0.693 g pure 2-aminobenzyl-N,N-dimethylsulfonamide (96% yield). Reactants: [H][H] (hydrogen), C(C1=CC=CC=C1)OC1=C2C=CN=C(C2=CC(=C1)OCC1=CC=CC=C1)CC1=CC(=C(C(=C1)OC)OC)OC (5.7-dibenzyloxy-1-(3,4,5-trimethoxybenzyl)-isoquinoline), [H][H] (hydrogen). Reagents/catalysts: [C].[Pd] (palladium-carbon). Solvent: C(C)O (ethanol). Yields the product OC1=C2C=CN=C(C2=CC(=C1)O)CC1=CC(=C(C(=C1)OC)OC)OC (5,7-dihydroxy-1-(3,4,5-trimethoxybenzyl)-isoquinoline). Yield: 95.5%. As a reaction SMILES: C([O:8][C:9]1[CH:18]=[C:17]([O:19]CC2C=CC=CC=2)[CH:16]=[C:15]2[C:10]=1[CH:11]=[CH:12][N:13]=[C:14]2[CH2:27][C:28]1[CH:33]=[C:32]([O:34][CH3:35])[C:31]([O:36][CH3:37])=[C:30]([O:38][CH3:39])[CH:29]=1)C1C=CC=CC=1.[H][H]>C(O)C.[C].[Pd]>[OH:8][C:9]1[CH:18]=[C:17]([OH:19])[CH:16]=[C:15]2[C:10]=1[CH:11]=[CH:12][N:13]=[C:14]2[CH2:27][C:28]1[CH:29]=[C:30]([O:38][CH3:39])[C:31]([O:36][CH3:37])=[C:32]([O:34][CH3:35])[CH:33]=1 |f:3.4|. Procedure: 0.2 g of 5.7-dibenzyloxy-1-(3,4,5-trimethoxybenzyl)-isoquinoline is dissolved in 250 ml of ethanol, and 0.05 g ot 10% palladium-carbon is added thereto. The mixture is shaken at 25° C in a hydrogen atmosphere. After the hydrogen uptake is completed, the catalyst is removed by filtration. The filtrate is evaporated to remove solvent. 0.125 g of 5,7-dihydroxy-1-(3,4,5-trimethoxybenzyl)-isoquinoline is thereby obtained as a crude product. Yield: 95% M.p. 270° - 275° C (decomp.) (recrystallized from...